From a dataset of the Open Reaction Database (ORD), a public repository of structured organic reaction records. describe an organic reaction: reactants, conditions, products, and yield Starting materials: ClC1=CC(=CC=C1)C(=O)OO (meta-chloroperbenzoic acid), CSC1=CC=C(C=C1)CNCCCCNCCCCCCCNCCCCNCC1=CC=C(C=C1)SC (1,19-bis[(4-methylmercaptophenyl)methyl]-1,6,14,19-tetraazanonadecane), [OH-].[Ca+2].[OH-] (calcium hydroxide). Run in C(Cl)(Cl)Cl (chloroform). The product is SC1=CC=C(C=C1)CNCCCCNCCCCCCCNCCCCNCC1=CC=C(C=C1)S (1,19-Bis[(4-mercaptophenyl)methyl]-1,6,14,19-tetraazanonadecane). As a reaction SMILES: C[S:2][C:3]1[CH:8]=[CH:7][C:6]([CH2:9][NH:10][CH2:11][CH2:12][CH2:13][CH2:14][NH:15][CH2:16][CH2:17][CH2:18][CH2:19][CH2:20][CH2:21][CH2:22][NH:23][CH2:24][CH2:25][CH2:26][CH2:27][NH:28][CH2:29][C:30]2[CH:35]=[CH:34][C:33]([S:36]C)=[CH:32][CH:31]=2)=[CH:5][CH:4]=1.ClC1C=CC=C(C(OO)=O)C=1.[OH-].[Ca+2].[OH-]>C(Cl)(Cl)Cl>[SH:2][C:3]1[CH:4]=[CH:5][C:6]([CH2:9][NH:10][CH2:11][CH2:12][CH2:13][CH2:14][NH:15][CH2:16][CH2:17][CH2:18][CH2:19][CH2:20][CH2:21][CH2:22][NH:23][CH2:24][CH2:25][CH2:26][CH2:27][NH:28][CH2:29][C:30]2[CH:31]=[CH:32][C:33]([SH:36])=[CH:34][CH:35]=2)=[CH:7][CH:8]=1 |f:2.3.4|. Reported procedure: Dissolve 1,19-bis[(4-methylmercaptophenyl)methyl]-1,6,14,19-tetraazanonadecane (2.94 g, 5 mmol) in chloroform (20 mL) and treat with meta-chloroperbenzoic acid (863 mg, 5 mmol). Add calcium hydroxide (556 mg, 7.5 mmol) and stir for 15 minutes. Filter and evaporate the solvent in vacuo. Dissolve the residue in trifluoroacetic anhydride (10 mL) and heat at reflux for 30 minutes. Evaporate the volatiles in vacuo and dissolve the residue in a mixture of methanol-triethylamine (1:1, 100 mL) and evapo...